Task: describe an organic reaction: reactants, conditions, products, and yield. Dataset: the Open Reaction Database (ORD), a public repository of structured organic reaction records Reactants: [H-].[Na+] (Sodium hydride), C(C)(=O)OC=1C=C2C=C(NC2=CC1)C(=O)OCC (ethyl 5-acetoxyindole-2 carboxylate), ClC1=C(C=C(CBr)C=C1)I (4-chloro-3-iodobenzyl bromide). The reagents and catalysts are [I-].C(CCC)[N+](CCCC)(CCCC)CCCC (tetra-n-butylammonium iodide). Solvent: CN(C)C=O (DMF), [Cl-].[NH4+] (ammonium chloride), CN(C)C=O (DMF), [Cl-].[NH4+] (ammonium chloride). Conditions: time 15 minute. The product is ClC1=C(C=C(C=C1)CN1C(=CC2=CC(=CC=C12)OC(C)=O)C(=O)OCC)I (Ethyl N-[(4-chloro-3-iodophenyl)methyl]-5-acetoxyindole-2-carboxylate). The yield is 8.1%. As a reaction SMILES: [H-].[Na+].[C:3]([O:6][C:7]1[CH:8]=[C:9]2[C:13](=[CH:14][CH:15]=1)[NH:12][C:11]([C:16]([O:18][CH2:19][CH3:20])=[O:17])=[CH:10]2)(=[O:5])[CH3:4].[Cl:21][C:22]1[CH:29]=[CH:28][C:25]([CH2:26]Br)=[CH:24][C:23]=1[I:30]>[I-].C([N+](CCCC)(CCCC)CCCC)CCC.CN(C=O)C.[Cl-].[NH4+]>[Cl:21][C:22]1[CH:29]=[CH:28][C:25]([CH2:26][N:12]2[C:13]3[C:9](=[CH:8][C:7]([O:6][C:3](=[O:5])[CH3:4])=[CH:15][CH:14]=3)[CH:10]=[C:11]2[C:16]([O:18][CH2:19][CH3:20])=[O:17])=[CH:24][C:23]=1[I:30] |f:0.1,4.5,7.8|. Reported procedure: Sodium hydride (0.23 g of a 60% dispersion in oil) was added to a solution of ethyl 5-acetoxyindole-2 carboxylate (1.29 g) and tetra-n-butylammonium iodide (10 mg) in anhydrous DMF (25 ml) under a stream of argon. The reaction mixture was stirred for 15 minutes and a solution of 4-chloro-3-iodobenzyl bromide (1.9 g) in DMF (5 ml) was added. The mixture was stirred for 15 hours, then saturated aq. ammonium chloride (5 ml) was added. The residue obtained on removal of the solvent was diluted with ... Reactants: CCCCO, Clc1nnc(Cc2ccncc2)c2ccccc12, CC(N)c1ccccc1. Yields the product CC(Nc1nnc(Cc2ccncc2)c2ccccc12)c1ccccc1. RXN SMILES: [CH2:28]([OH:29])[CH2:30][CH2:31][CH3:32].[Cl:1][c:2]1[n:3][n:4][c:5]([CH2:12][c:13]2[cH:14][cH:15][n:16][cH:17][cH:18]2)[c:6]2[cH:7][cH:8][cH:9][cH:10][c:11]12.[c:19]1([CH:25]([CH3:26])[NH2:27])[cH:20][cH:21][cH:22][cH:23][cH:24]1>>[c:2]1([NH:27][CH:25]([c:19]2[cH:20][cH:21][cH:22][cH:23][cH:24]2)[CH3:26])[n:3][n:4][c:5]([CH2:12][c:13]2[cH:14][cH:15][n:16][cH:17][cH:18]2)[c:6]2[cH:7][cH:8][cH:9][cH:10][c:11]12.